From a dataset of the Open Reaction Database (ORD), a public repository of structured organic reaction records. describe an organic reaction: reactants, conditions, products, and yield Starting materials: COC(C(CNC(=O)OCC1=CC=CC=C1)C)=O (3-benzyloxycarbonylamino-2(R,S)-methylpropionic acid methyl ester), CN (methylamine). Product: CNC(C(CNC(=O)OCC1=CC=CC=C1)C)=O (3-Benzyloxycarbonylamino-2(R,S)-methylpropionic acid N-methylamide). RXN SMILES: C[O:2][C:3](=O)[CH:4]([CH3:17])[CH2:5][NH:6][C:7]([O:9][CH2:10][C:11]1[CH:16]=[CH:15][CH:14]=[CH:13][CH:12]=1)=[O:8].[CH3:19][NH2:20]>>[CH3:19][NH:20][C:3](=[O:2])[CH:4]([CH3:17])[CH2:5][NH:6][C:7]([O:9][CH2:10][C:11]1[CH:16]=[CH:15][CH:14]=[CH:13][CH:12]=1)=[O:8]. Procedure: 2.52 g of 3-benzyloxycarbonylamino-2(R,S)-methylpropionic acid methyl ester and 50 ml of 33% methylamine (in ethanol) are stirred at room temperature for 48 hours. The reaction mixture is concentrated by evaporation and the title compound is obtained from the residue by crystallisation from ethyl acetate: Rf (dichloromethane/methanol=95:5)=0.42; m.p. 128°-129° C. Reactants: COc1cc2c(Cl)ncnc2cc1OCCCN1CCN(C(C)=O)CC1, O=C([O-])[O-], CC(C)=O, [K+], [K+], Cc1cc2cc(O)ccc2[nH]1. The product is COc1cc2c(Oc3ccc4[nH]c(C)cc4c3)ncnc2cc1OCCCN1CCN(C(C)=O)CC1. As a reaction SMILES: [C:1]([CH3:2])(=[O:3])[N:4]1[CH2:5][CH2:6][N:7]([CH2:10][CH2:11][CH2:12][O:13][c:14]2[c:15]([O:25][CH3:26])[cH:16][c:17]3[c:18]([Cl:24])[n:19][cH:20][n:21][c:22]3[cH:23]2)[CH2:8][CH2:9]1.[C:38](=[O:39])([O-:40])[O-:41].[CH3:44][C:45](=[O:46])[CH3:47].[K+:42].[K+:43].[OH:27][c:28]1[cH:29][c:30]2[cH:31][c:32]([CH3:37])[nH:33][c:34]2[cH:35][cH:36]1>>[C:1]([CH3:2])(=[O:3])[N:4]1[CH2:5][CH2:6][N:7]([CH2:10][CH2:11][CH2:12][O:13][c:14]2[c:15]([O:25][CH3:26])[cH:16][c:17]3[c:18]([O:27][c:28]4[cH:29][c:30]5[cH:31][c:32]([CH3:37])[nH:33][c:34]5[cH:35][cH:36]4)[n:19][cH:20][n:21][c:22]3[cH:23]2)[CH2:8][CH2:9]1.